Dataset: the Open Reaction Database (ORD), a public repository of structured organic reaction records. Task: describe an organic reaction: reactants, conditions, products, and yield Reactants: N (NH3), ClC(C(=O)OC)C(CC)=O (methyl 2-chloro-3-oxo-valerate), C(=O)N (formamide), N (NH3). Reaction conditions: temperature 50 celsius. Product: ClC=1C(=NC=NC1CC)O (5-Chloro-6-ethyl-4-hydroxypyrimidine). As a reaction SMILES: [NH3:1].[Cl:2][CH:3]([C:8](=O)[CH2:9][CH3:10])[C:4](OC)=[O:5].[CH:12]([NH2:14])=O>>[Cl:2][C:3]1[C:4]([OH:5])=[N:1][CH:12]=[N:14][C:8]=1[CH2:9][CH3:10]. Procedure details: NH3 gas is passed with cooling (max. 50° C.) through a solution of 99.7 g (0.6 mol) of methyl 2-chloro-3-oxo-valerate in 130 ml of formamide until the mixture takes up no more NH3 (about 1 h). The ammonia residues are removed by blowing out with nitrogen and applying a vacuum. The reaction solution is subsequently added dropwise to 450 ml of a 30% NaOMe solution in methanol at 50° C. Addition of a further 50 ml of formamide is followed by heating at 50° C. for 3 h. The volatile constituents are ... The reactants are FC(S(=O)(=O)OCC=C)(F)F (2-propen-1-yl tri-fluoromethanesulfonate), COC=1C(=CC2=C(N=C([Te]2)C)C1)OC (5,6-Dimethoxy-2-methylbenzotellurazole). Solvent: C(Cl)(Cl)(Cl)Cl (carbon tetrachloride), ClCCl (dichloromethane). Reaction conditions: time 7 hour. Product: FC(S(=O)(=O)[O-])(F)F.COC=1C(=CC2=C([N+](=C([Te]2)C)CC=C)C1)OC (5,6-Dimethoxy-2-methyl-3-(2-propen-1-yl)benzotellurazolium Trifluoromethanesulfonate). RXN SMILES: [F:1][C:2]([F:11])([F:10])[S:3]([O:6][CH2:7][CH:8]=[CH2:9])(=[O:5])=[O:4].[CH3:12][O:13][C:14]1[C:15]([O:24][CH3:25])=[CH:16][C:17]2[Te:21][C:20]([CH3:22])=[N:19][C:18]=2[CH:23]=1>C(Cl)(Cl)(Cl)Cl.ClCCl>[F:1][C:2]([F:11])([F:10])[S:3]([O-:6])(=[O:5])=[O:4].[CH3:12][O:13][C:14]1[C:15]([O:24][CH3:25])=[CH:16][C:17]2[Te:21][C:20]([CH3:22])=[N+:19]([CH2:9][CH:8]=[CH2:7])[C:18]=2[CH:23]=1 |f:4.5|. Procedure: A dried solution of 2-propen-1-yl tri-fluoromethanesulfonate (0.002 mole) in carbon tetrachloride was added dropwise to a solution of 5,6-dimethoxy-2-methylbenzotellurazole (Example 19) (0.50 g, 0.0016 mole) in dichloromethane (25 ml) under a nitrogen atmosphere at room temperature. After the addition was complete, stirring was continued for 7 hours. The solid was isolated by filtration, washed with diethyl ether, and dried at room temperature under vacuum. Yield 0.38 g. A mass spectrogram of th... Starting materials: C(C(C)C)OC(C[C@H](CN=[N+]=[N-])NS(=O)(=O)C1=CC=C(C)C=C1)=O ((R)-3-tosylamino-4-azidobutanoic acid isobutylester), Cl (HCl). Reaction conditions: temperature 40 celsius, time 48 hour. The product is Cl.S(=O)(=O)(C1=CC=C(C)C=C1)N[C@H](CC(=O)O)CN ((R)-3-tosylamino-4-aminobutyric acid hydrochloride). The yield is 32.0%. RXN SMILES: C([O:5][C:6](=[O:24])[CH2:7][C@@H:8]([NH:13][S:14]([C:17]1[CH:23]=[CH:22][C:20]([CH3:21])=[CH:19][CH:18]=1)(=[O:16])=[O:15])[CH2:9][N:10]=[N+]=[N-])C(C)C.[ClH:25]>>[ClH:25].[S:14]([NH:13][C@@H:8]([CH2:9][NH2:10])[CH2:7][C:6]([OH:24])=[O:5])([C:17]1[CH:18]=[CH:19][C:20]([CH3:21])=[CH:22][CH:23]=1)(=[O:15])=[O:16] |f:2.3|. Reported procedure: A solution of 1.1 g of 9 (3.0 mmol) in 143 ml of HCl 2N was hydrogenated in H2 atmosphere overnight at 60 psi. After this time the residue was filtered and the acqueous phase was left under magnetic stirring for additional 48 hours at 40° C. Then the water was evaporated under vacuum and the residue was taken up twice with CH3CN (evaporating under vacuum every time) until a solid residue, insoluble in CH3CN, was obtained. The pale yellow wax was filtered and dried to give 0.300 g of final produc... Starting materials: BrC1=C(C=CC=C1[N+](=O)[O-])OC(F)F (2-bromo-1-difluoromethoxy-3-nitro-benzene), C(#N)[Cu] (CuCN), [Li+].[Br-] (LiBr). The solvent is O1CCCC1 (tetrahydrofuran), C1(=CC=CC=C1)C (toluene). Conditions: temperature 200 celsius. Product: FC(OC1=C(C#N)C(=CC=C1)[N+](=O)[O-])F (2-difluoromethoxy-6-nitrobenzonitrile). Isolated yield 84.6%. As a reaction SMILES: Br[C:2]1[C:7]([N+:8]([O-:10])=[O:9])=[CH:6][CH:5]=[CH:4][C:3]=1[O:11][CH:12]([F:14])[F:13].[C:15]([Cu])#[N:16].[Li+].[Br-]>O1CCCC1.C1(C)C=CC=CC=1>[F:13][CH:12]([F:14])[O:11][C:3]1[CH:4]=[CH:5][CH:6]=[C:7]([N+:8]([O-:10])=[O:9])[C:2]=1[C:15]#[N:16] |f:2.3|. Reported procedure: A mixture of 2-bromo-1-difluoromethoxy-3-nitro-benzene (1 g, 3.7 mmol), CuCN (0.40 g, 4.5 mmol) and LiBr (0.32 g, 3.7 mmol) in tetrahydrofuran (10 ml) are heated in a microwave oven at 200° C. for 40 minutes. The reaction mixture is cooled to ambient temperature, diluted with toluene and washed with aqueous sodium bromide (1M) and aqueous sodium hydrogen sulfite (saturated). The organic phase is dried over sodium sulfate and concentrated. The residue is purified by HPLC to give 2-difluoromethoxy... Reactants: COC(C(=O)C1=CN2CC(CC3=CC=CC1=C23)CO)=O ((5-(hydroxymethyl)-5,6-dihydro-4H-pyrrolo[3,2,1-ij]quinolin-1-yl]oxo-acetic acid methyl ester), FC(C1=CC=C2C(=CNC2=C1)CC(=O)N)(F)F ((6-(trifluoromethyl)-1H-indol-3-yl)acetamide). Yields the product OCC1CN2C3=C(C=CC=C3C1)C(=C2)C2C(NC(C2C2=CNC1=CC(=CC=C21)C(F)(F)F)=O)=O (3-(5-Hydroxymethyl-5,6-dihydro-4H-pyrrolo[3,2,1-ij]quinolin-1-yl)-4-(6-trifluoromethyl-1H-indol-3-yl)-pyrrolidine-2,5-dione). RXN SMILES: C[O:2][C:3](=O)[C:4]([C:6]1[C:16]2=[C:17]3[C:12](=[CH:13][CH:14]=[CH:15]2)[CH2:11][CH:10]([CH2:18][OH:19])[CH2:9][N:8]3[CH:7]=1)=O.[F:21][C:22]([F:37])([F:36])[C:23]1[CH:31]=[C:30]2[C:26]([C:27]([CH2:32][C:33]([NH2:35])=[O:34])=[CH:28][NH:29]2)=[CH:25][CH:24]=1>>[OH:19][CH2:18][CH:10]1[CH2:11][C:12]2[C:17]3=[C:16]([C:6]([CH:4]4[CH:32]([C:27]5[C:26]6[C:30](=[CH:31][C:23]([C:22]([F:36])([F:21])[F:37])=[CH:24][CH:25]=6)[NH:29][CH:28]=5)[C:33](=[O:34])[NH:35][C:3]4=[O:2])=[CH:7][N:8]3[CH2:9]1)[CH:15]=[CH:14][CH:13]=2. Procedure: Beginning with (5-(hydroxymethyl)-5,6-dihydro-4H-pyrrolo[3,2,1-ij]quinolin-1-yl]oxo-acetic acid methyl ester and (6-(trifluoromethyl)-1H-indol-3-yl)acetamide, the title compound was prepared essentially as described in Example 1. The reactants are S(=O)(=O)(Cl)Cl (Sulfuryl chloride), C(C)(C)S(=O)(=O)CC(C)=O (1-(isopropylsulfonyl)propan-2-one). Solvent: CC(=O)O.C(Cl)Cl (AcOH DCM). Reaction conditions: time 4 hour. Yields the product ClC(C(C)=O)S(=O)(=O)C(C)C (1-chloro-1-(isopropylsulfonyl)propan-2-one). Yield: 157.9%. As a reaction SMILES: S(Cl)([Cl:4])(=O)=O.[CH:6]([S:9]([CH2:12][C:13](=[O:15])[CH3:14])(=[O:11])=[O:10])([CH3:8])[CH3:7]>CC(O)=O.C(Cl)Cl>[Cl:4][CH:12]([S:9]([CH:6]([CH3:8])[CH3:7])(=[O:11])=[O:10])[C:13](=[O:15])[CH3:14] |f:2.3|. Procedure details: Sulfuryl chloride (0.248 mL, 3.05 mmol) was added dropwise to a solution of 1-(isopropylsulfonyl)propan-2-one (418 mg, 2.55 mmol) in 1:1 AcOH/DCM (16 ml) at 0° C. The reaction was stirred at rt for 4 h. The solvent was removed in vacuo, then diluted with dichloromethane. The organic layer was washed (2×) with saturated NaHCO3 solution, dried over Na2SO4, filtered, and concentrated to leave 800 mg of a colorless oil. The material was used without further purification. The reactants are CN1C(NCCC1)=O (1-methyltetrahydropyrimidin-2-one), [I-].[K+] (potassium iodide), ClCCCCCOC1=C(C=CC=C1)/C=C/C(CCC1=CC=C(C(=O)OC)C=C1)CC1=CC=C(C=C1)C(=O)OC (Methyl 4-{(4E)-5-{2-[(5-chloropentyl)oxy]phenyl}-3-[4-(methoxycarbonyl)benzyl]pent-4-en-1-yl}benzoate), [H-].[Na+] (sodium hydride), ice, [Cl-].[NH4+] (ammonium chloride). Run in CN(C)C=O (DMF), CN(C)C=O (DMF). Reaction conditions: time 45 minute. Product: COC(=O)C1=CC=C(CC(CCC2=CC=C(C(=O)OC)C=C2)\C=C\C2=C(C=CC=C2)OCCCCCN2C(N(CCC2)C)=O)C=C1 (Methyl 4-[(4E)-3-[4-(methoxycarbonyl)benzyl]-5-(2-{[5-(3-methyl-2-oxotetrahydropyrimidin-1(2H)-yl)pentyl]oxy}phenyl)pent-4-en-1-yl]benzoate). Reaction SMILES: [CH3:1][N:2]1[CH2:7][CH2:6][CH2:5][NH:4][C:3]1=[O:8].[H-].[Na+].Cl[CH2:12][CH2:13][CH2:14][CH2:15][CH2:16][O:17][C:18]1[CH:23]=[CH:22][CH:21]=[CH:20][C:19]=1/[CH:24]=[CH:25]/[CH:26]([CH2:39][C:40]1[CH:45]=[CH:44][C:43]([C:46]([O:48][CH3:49])=[O:47])=[CH:42][CH:41]=1)[CH2:27][CH2:28][C:29]1[CH:38]=[CH:37][C:32]([C:33]([O:35][CH3:36])=[O:34])=[CH:31][CH:30]=1.[I-].[K+].[Cl-].[NH4+]>CN(C=O)C>[CH3:49][O:48][C:46]([C:43]1[CH:44]=[CH:45][C:40]([CH2:39][CH:26](/[CH:25]=[CH:24]/[C:19]2[CH:20]=[CH:21][CH:22]=[CH:23][C:18]=2[O:17][CH2:16][CH2:15][CH2:14][CH2:13][CH2:12][N:4]2[CH2:5][CH2:6][CH2:7][N:2]([CH3:1])[C:3]2=[O:8])[CH2:27][CH2:28][C:29]2[CH:38]=[CH:37][C:32]([C:33]([O:35][CH3:36])=[O:34])=[CH:31][CH:30]=2)=[CH:41][CH:42]=1)=[O:47] |f:1.2,4.5,6.7|. Procedure: A solution of 36.4 mg (0.319 mmol) of 1-methyltetrahydropyrimidin-2-one [CAS Reg. No. 10166-54-8] is initially charged in 1.5 ml of dry DMF, and 13.1 mg (0.328 mmol) of sodium hydride (60% in paraffin oil) are added. The mixture is stirred at room temperature for 45 min. The reaction solution is then cooled to 0° C. and a solution of 50 mg (0.091 mmol) of methyl 4-{(4E)-5-{2-[(5-chloropentyl)oxy]phenyl}-3-[4-(methoxycarbonyl)benzyl]pent-4-en-1-yl}benzoate (racemate; Example 32A) in 1.5 ml of dry...